From a dataset of the Open Reaction Database (ORD), a public repository of structured organic reaction records. describe an organic reaction: reactants, conditions, products, and yield Starting materials: [Br-], Brc1ccc(-c2nn[nH]n2)cc1, CCCC[N+](CCCC)(CCCC)CCCC, CI, ClCCl, [Na+], [OH-], O. The product is Cn1nnc(-c2ccc(Br)cc2)n1. RXN SMILES: [Br-:20].[Br:1][c:2]1[cH:3][cH:4][c:5](-[c:8]2[n:9][n:10][nH:11][n:12]2)[cH:6][cH:7]1.[CH2:21]([N+:22]([CH2:23][CH2:24][CH2:25][CH3:26])([CH2:27][CH2:28][CH2:29][CH3:30])[CH2:31][CH2:32][CH2:33][CH3:34])[CH2:35][CH2:36][CH3:37].[CH3:13][I:14].[Cl:17][CH2:18][Cl:19].[Na+:16].[OH-:15].[OH2:38]>>[Br:1][c:2]1[cH:3][cH:4][c:5](-[c:8]2[n:9][n:10][n:11]([CH3:18])[n:12]2)[cH:6][cH:7]1. The reactants are [H-].C(C(C)C)[Al+]CC(C)C (diisobutylaluminum hydride), COC1=CC=2CC[C@H]3[C@@H]4C[C@H](C[C@]4(C)CC[C@@H]3C2C=C1)O (3-methoxy-13α-estra-1,3,5(10)-trien-16α-ol), C(C)O (ethanol), Cl (hydrochloric acid). Run in C1(=CC=CC=C1)C (toluene), C1(=CC=CC=C1)C (toluene). Yields the product C[C@]12C[C@@H](C[C@H]1[C@@H]1CCC=3C=C(C=CC3[C@H]1CC2)O)O (13α-estra-1,3,5(10)-triene-3,16α-diol). The yield is 69.2%. As a reaction SMILES: C[O:2][C:3]1[CH:20]=[CH:19][C:18]2[C@@H:17]3[C@H:8]([C@H:9]4[C@:13]([CH2:15][CH2:16]3)([CH3:14])[CH2:12][C@H:11]([OH:21])[CH2:10]4)[CH2:7][CH2:6][C:5]=2[CH:4]=1.[H-].C([Al+]CC(C)C)C(C)C.C(O)C.Cl>C1(C)C=CC=CC=1>[CH3:14][C@@:13]12[CH2:15][CH2:16][C@H:17]3[C@@H:8]([CH2:7][CH2:6][C:5]4[CH:4]=[C:3]([OH:2])[CH:20]=[CH:19][C:18]=43)[C@@H:9]1[CH2:10][C@@H:11]([OH:21])[CH2:12]2 |f:1.2|. Procedure details: 0.55 g of 3-methoxy-13α-estra-1,3,5(10)-trien-16α-ol is dissolved hot under a cover gas in 10 ml of toluene. A mixture of 2.3 ml of diisobutylaluminum hydride and 5.4 ml of toluene is added in drops to this solution and refluxed until the reaction is completed (about 4 hours). 2.1 ml of ethanol is added to the cooled batch, and 6 ml of semi-concentrated hydrochloric acid is carefully added while being cooled. After extraction with ethyl acetate, the organic phase is washed neutral and dried on m... Reactants: C1(CCC1)OC1=C2CC[C@@H](N(C2=CC=C1B1OC(C(O1)(C)C)(C)C)C(=O)OC)C ((S)-methyl 5-cyclobutoxy-2-methyl-6-(4,4,5,5-tetramethyl-1,3,2-dioxaborolan-2-yl)-3,4-dihydroquinoline-1(2H)-carboxylate), BrC=1N=C(SC1)N1CC(C1)O (1-(4-bromothiazol-2-yl)azetidin-3-ol), C([O-])([O-])=O.[Na+].[Na+] (sodium carbonate). Reagents/catalysts: C1=CC=C(C=C1)P([C-]2C=CC=C2)C3=CC=CC=C3.C1=CC=C(C=C1)P([C-]2C=CC=C2)C3=CC=CC=C3.Cl[Pd]Cl.[Fe+2].ClCCl ([1,1′-bis(diphenylphosphino)ferrocene]dichloropalladium(II) dichloromethane). Solvent: O1CCOCC1 (1,4-dioxane), O (water). Conditions: temperature 80 celsius, time 4 hour. Product: C1(CCC1)OC1=C2CC[C@@H](N(C2=CC=C1C=1N=C(SC1)N1CC(C1)O)C(=O)OC)C ((S)-methyl 5-cyclobutoxy-6-(2-(3-hydroxyazetidin-1-yl)thiazol-4-yl)-2-methyl-3,4-dihydroquinoline-1(2H)-carboxylate). RXN SMILES: [CH:1]1([O:5][C:6]2[C:15](B3OC(C)(C)C(C)(C)O3)=[CH:14][CH:13]=[C:12]3[C:7]=2[CH2:8][CH2:9][C@H:10]([CH3:29])[N:11]3[C:25]([O:27][CH3:28])=[O:26])[CH2:4][CH2:3][CH2:2]1.Br[C:31]1[N:32]=[C:33]([N:36]2[CH2:39][CH:38]([OH:40])[CH2:37]2)[S:34][CH:35]=1.C(=O)([O-])[O-].[Na+].[Na+]>O1CCOCC1.O.C1C=CC(P(C2C=CC=CC=2)[C-]2C=CC=C2)=CC=1.C1C=CC(P(C2C=CC=CC=2)[C-]2C=CC=C2)=CC=1.Cl[Pd]Cl.[Fe+2].ClCCl>[CH:1]1([O:5][C:6]2[C:15]([C:31]3[N:32]=[C:33]([N:36]4[CH2:39][CH:38]([OH:40])[CH2:37]4)[S:34][CH:35]=3)=[CH:14][CH:13]=[C:12]3[C:7]=2[CH2:8][CH2:9][C@H:10]([CH3:29])[N:11]3[C:25]([O:27][CH3:28])=[O:26])[CH2:4][CH2:3][CH2:2]1 |f:2.3.4,7.8.9.10.11|. Procedure: A mixture of (S)-methyl 5-cyclobutoxy-2-methyl-6-(4,4,5,5-tetramethyl-1,3,2-dioxaborolan-2-yl)-3,4-dihydroquinoline-1(2H)-carboxylate (0.080 g, 0.20 mmol), 1-(4-bromothiazol-2-yl)azetidin-3-ol (0.056 g, 0.24 mmol), sodium carbonate (0.042 g, 0.40 mmol), and [1,1′-bis(diphenylphosphino)ferrocene]dichloropalladium(II) dichloromethane adduct (0.081 g, 0.10 mmol) in 1,4-dioxane (10 mL) and water (3 mL) was stirred for 4 h at 80° C. The reaction mixture was cooled to room temperature and filtered thr... The reactants are C=Cc1ccc(OC)cc1CO[Si](C)(C)C(C)(C)C, CCOC(C)=O, [H][H]. The product is CCc1ccc(OC)cc1CO[Si](C)(C)C(C)(C)C. Reaction SMILES: [C:1]([CH3:2])([CH3:3])([CH3:4])[Si:5]([O:6][CH2:7][c:8]1[c:9]([CH:16]=[CH2:17])[cH:10][cH:11][c:12]([O:14][CH3:15])[cH:13]1)([CH3:18])[CH3:19].[CH3:22][CH2:23][O:24][C:25](=[O:26])[CH3:27].[H:20][H:21]>>[C:1]([CH3:2])([CH3:3])([CH3:4])[Si:5]([O:6][CH2:7][c:8]1[c:9]([CH2:16][CH3:17])[cH:10][cH:11][c:12]([O:14][CH3:15])[cH:13]1)([CH3:18])[CH3:19].